Dataset: the Open Reaction Database (ORD), a public repository of structured organic reaction records. Task: describe an organic reaction: reactants, conditions, products, and yield The reactants are C(C)(C)[N-]C(C)C.[Li+] (lithium diisopropylamide), C[Si](OC1=CC=C(C=C1)CC(=O)O)(C(C)(C)C)C (4-(dimethy1-tert-butylsilyloxy)phenylacetic acid), CI (methyl iodide). Run in O1CCCC1 (tetrahydrofuran), O1CCCC1 (tetrahydrofuran). Conditions: temperature 50 celsius, time 30 minute. Product: C[Si](OC1=CC=C(C=C1)C(C(=O)O)C)(C(C)(C)C)C (2-(4-(Dimethyl tert-butylsilyloxy)phenyl)propionic acid). RXN SMILES: [CH:1]([N-]C(C)C)(C)C.[Li+].[CH3:9][Si:10]([CH3:26])([C:22]([CH3:25])([CH3:24])[CH3:23])[O:11][C:12]1[CH:17]=[CH:16][C:15]([CH2:18][C:19]([OH:21])=[O:20])=[CH:14][CH:13]=1.CI>O1CCCC1>[CH3:26][Si:10]([CH3:9])([C:22]([CH3:23])([CH3:25])[CH3:24])[O:11][C:12]1[CH:13]=[CH:14][C:15]([CH:18]([CH3:1])[C:19]([OH:21])=[O:20])=[CH:16][CH:17]=1 |f:0.1|. Procedure details: Into dry tetrahydrofuran (20 ml) at 0° C. under anhydrous conditions was added slowly with stirring lithium diisopropylamide (2 67 g, 25 mmol) and then a solution of 4-(dimethy1-tert-butylsilyloxy)phenylacetic acid (2.66 g, 1.0 mmoles) in tetrahydrofuran (10 ml) was added dropwise. The resultant brown solution was stirred at 20°-25° C. for one hour and at 50° C. for 30 minutes. The solution was then cooled to 0° C. and methyl iodide (3.54 g, 25 mmol) was added dropwise. The reaction mixture was ...